This data is from the Open Reaction Database (ORD), a public repository of structured organic reaction records. The task is: describe an organic reaction: reactants, conditions, products, and yield Reactants: ClC1=C(C=NC=C1)[N+](=O)[O-] (4-chloro-3-nitropyridine), CC(C)(C)OO (tBOOH), CC(C)([O-])C.[K+] (Potassium t-butoxide), CC(C)(C)[O-].[K+] (KOtBu). Run in C1CCOC1 (THF), C1CCOC1 (THF). Conditions: temperature 35 celsius, time 2 hour. Product: ClC1=CC(NC=C1[N+](=O)[O-])=O (4-Chloro-5-nitropyridin-2(1H)-one). The yield is 35.0%. As a reaction SMILES: CC(C)([O-:4])C.[K+].[Cl:7][C:8]1[CH:13]=[CH:12][N:11]=[CH:10][C:9]=1[N+:14]([O-:16])=[O:15].CC(OO)(C)C>C1COCC1>[Cl:7][C:8]1[C:9]([N+:14]([O-:16])=[O:15])=[CH:10][NH:11][C:12](=[O:4])[CH:13]=1 |f:0.1|. Procedure details: Anhydrous THF (50 mL) in a 500-mL round-bottom flask was cooled to −78° C. and anhydrous NH3 (gas) was bubbled into until saturated (about 20 minutes). Potassium t-butoxide (6.5 g, 57.9 mmol) was added portion wise and the mixture was allowed to warm to ˜35° C. To a solution of 4-chloro-3-nitropyridine (3.498 g, 22 mmol) in dry THF (20 mL) at 0° C. was added tBOOH (4.4 mL, 22 mmol) (5M in decane) over 10 minutes. This solution was then added dropwise to the prepared KOtBu solution over a period ... Reactants: CO, CCOC(=O)C1CC1C(=O)Nc1ccc2c(c1)CC(NC(=O)c1nc(Cl)c(CC)[nH]1)C2, [Li+], [OH-]. Product: CCc1[nH]c(C(=O)NC2Cc3ccc(NC(=O)C4CC4C(=O)O)cc3C2)nc1Cl. RXN SMILES: [CH3:34][OH:35].[Cl:1][c:2]1[n:3][c:4]([C:9](=[O:10])[NH:11][CH:12]2[CH2:13][c:14]3[cH:15][cH:16][c:17]([NH:21][C:22](=[O:23])[CH:24]4[CH:25]([C:27](=[O:28])[O:29][CH2:30][CH3:31])[CH2:26]4)[cH:18][c:19]3[CH2:20]2)[nH:5][c:6]1[CH2:7][CH3:8].[Li+:32].[OH-:33]>>[Cl:1][c:2]1[n:3][c:4]([C:9](=[O:10])[NH:11][CH:12]2[CH2:13][c:14]3[cH:15][cH:16][c:17]([NH:21][C:22](=[O:23])[CH:24]4[CH:25]([C:27](=[O:28])[OH:29])[CH2:26]4)[cH:18][c:19]3[CH2:20]2)[nH:5][c:6]1[CH2:7][CH3:8]. Starting materials: Fc1cccc(Br)c1, C1CCOC1, CCCCCC, CON(C)C(=O)c1ccc2c(c1)C1(CCN(C(=O)OC(C)(C)C)CC1)CN2c1ncnc2c1C(C)CC2, [Li]CCCC, O. Product: CC1CCc2ncnc(N3CC4(CCN(C(=O)OC(C)(C)C)CC4)c4cc(C(=O)c5cccc(F)c5)ccc43)c21. Reaction SMILES: [Br:1][c:2]1[cH:3][c:4]([F:8])[cH:5][cH:6][cH:7]1.[CH2:57]1[O:58][CH2:59][CH2:60][CH2:61]1.[CH3:14][CH2:15][CH2:16][CH2:17][CH2:18][CH3:19].[CH3:20][O:21][N:22]([C:23](=[O:24])[c:25]1[cH:26][c:27]2[c:31]([cH:32][cH:33]1)[N:30]([c:34]1[c:35]3[c:36]([n:37][cH:38][n:39]1)[CH2:40][CH2:41][CH:42]3[CH3:43])[CH2:29][C:28]21[CH2:44][CH2:45][N:46]([C:49](=[O:50])[O:51][C:52]([CH3:53])([CH3:54])[CH3:55])[CH2:47][CH2:48]1)[CH3:56].[CH3:9][CH2:10][CH2:11][CH2:12][Li:13].[OH2:62]>>[c:2]1([C:23](=[O:24])[c:25]2[cH:26][c:27]3[c:31]([cH:32][cH:33]2)[N:30]([c:34]2[c:35]4[c:36]([n:37][cH:38][n:39]2)[CH2:40][CH2:41][CH:42]4[CH3:43])[CH2:29][C:28]32[CH2:44][CH2:45][N:46]([C:49](=[O:50])[O:51][C:52]([CH3:53])([CH3:54])[CH3:55])[CH2:47][CH2:48]2)[cH:3][c:4]([F:8])[cH:5][cH:6][cH:7]1. Starting materials: C(C)C1C(CCC(C(OC(C2CCCCN2C(C(C2(C(CC(C(C(CC(C(C(=C1)C)F)C)OC)O2)OC)C)O)=O)=O)=O)C(=CC2CC(C(CC2)N=[N+]=[N-])O)C)C)=O (17-ethyl-20-fluoro-1-hydroxy-12-[2'-(4"-azido-3"-hydroxycyclohexyl)-1'-methylvinyl]-23,25-dimethoxy-13,19,21,27-tetramethyl-11,28-dioxa-4-azatricyclo[22.3.1.04,9 ]octacos-18-ene-2,3,10,16-tetraone), CI (methyl iodide). The reagents and catalysts are [Ag]=O (silver oxide). Product: C(C)C1C(CCC(C(OC(C2CCCCN2C(C(C2(C(CC(C(C(CC(C(C(=C1)C)F)C)OC)O2)OC)C)O)=O)=O)=O)C(=CC2CC(C(CC2)N=[N+]=[N-])OC)C)C)=O (17-Ethyl-20-fluoro-1-hydroxy-12-[2'-(4"-azido-3"-methoxycyclohexyl)-1'-methylvinyl]-23,25-dimethoxy-13,19,21,27-tetramethyl-11,28-dioxa-4-azatricyclo [22.3.1.04,9 ]-octacos-18-ene-2,3,10,16-tetraone). As a reaction SMILES: [CH2:1]([CH:3]1[CH:29]=[C:28]([CH3:30])[CH:27]([F:31])[CH:26]([CH3:32])[CH2:25][CH:24]([O:33][CH3:34])[CH:23]2[O:35][C:19]([OH:39])([CH:20]([CH3:38])[CH2:21][CH:22]2[O:36][CH3:37])[C:18](=[O:40])[C:17](=[O:41])[N:16]2[CH:11]([CH2:12][CH2:13][CH2:14][CH2:15]2)[C:10](=[O:42])[O:9][CH:8]([C:43]([CH3:55])=[CH:44][CH:45]2[CH2:50][CH2:49][CH:48]([N:51]=[N+:52]=[N-:53])[CH:47]([OH:54])[CH2:46]2)[CH:7]([CH3:56])[CH2:6][CH2:5][C:4]1=[O:57])[CH3:2].[CH3:58]I>[Ag]=O>[CH2:1]([CH:3]1[CH:29]=[C:28]([CH3:30])[CH:27]([F:31])[CH:26]([CH3:32])[CH2:25][CH:24]([O:33][CH3:34])[CH:23]2[O:35][C:19]([OH:39])([CH:20]([CH3:38])[CH2:21][CH:22]2[O:36][CH3:37])[C:18](=[O:40])[C:17](=[O:41])[N:16]2[CH:11]([CH2:12][CH2:13][CH2:14][CH2:15]2)[C:10](=[O:42])[O:9][CH:8]([C:43]([CH3:55])=[CH:44][CH:45]2[CH2:50][CH2:49][CH:48]([N:51]=[N+:52]=[N-:53])[CH:47]([O:54][CH3:58])[CH2:46]2)[CH:7]([CH3:56])[CH2:6][CH2:5][C:4]1=[O:57])[CH3:2]. Procedure: A suspension of 17-ethyl-20-fluoro-1-hydroxy-12-[2'-(4"-azido-3"-hydroxycyclohexyl)-1'-methylvinyl]-23,25-dimethoxy-13,19,21,27-tetramethyl-11,28-dioxa-4-azatricyclo[22.3.1.04,9 ]octacos-18-ene-2,3,10,16-tetraone (20 mg) and silver oxide (20 mg) in 1.5 ml of methyl iodide is refluxed in a gas-tight bottle for 4 days. The yellow solid is filtered off and the excess methyl iodide is removed. Purification of crude material by preparative tlc on silica gel gives the title compound. As a reaction SMILES: [C:1](#[N:2])[c:3]1[c:4]([C:21]([F:22])([F:23])[F:24])[cH:5][c:6]([N:9]([CH2:10][CH:11]([C:12](=[O:13])[NH2:14])[CH3:15])[CH2:16][C:17]([F:18])([F:19])[F:20])[cH:7][cH:8]1.[Cl:44][C:45]([Cl:46])([Cl:47])[Cl:48].[c:25]1([P:26]([c:27]2[cH:28][cH:29][cH:30][cH:31][cH:32]2)[c:33]2[cH:34][cH:35][cH:36][cH:37][cH:38]2)[cH:39][cH:40][cH:41][cH:42][cH:43]1>>[C:1](#[N:2])[c:3]1[c:4]([C:21]([F:22])([F:23])[F:24])[cH:5][c:6]([N:9]([CH2:10][CH:11]([C:12]#[N:14])[CH3:15])[CH2:16][C:17]([F:18])([F:19])[F:20])[cH:7][cH:8]1. The product is CC(C#N)CN(CC(F)(F)F)c1ccc(C#N)c(C(F)(F)F)c1. The reactants are CC(CN(CC(F)(F)F)c1ccc(C#N)c(C(F)(F)F)c1)C(N)=O, ClC(Cl)(Cl)Cl, c1ccc(P(c2ccccc2)c2ccccc2)cc1. Starting materials: CCOC(C)=O, C1CCOC1, N#Cc1ccc(Cl)nc1, [H-], [Na+], O, OCc1ccccc1. The product is N#Cc1ccc(OCc2ccccc2)nc1. As a reaction SMILES: [CH2:21]([O:22][C:23](=[O:24])[CH3:25])[CH3:26].[CH2:27]1[O:28][CH2:29][CH2:30][CH2:31]1.[Cl:1][c:2]1[n:3][cH:4][c:5]([C:6]#[N:7])[cH:8][cH:9]1.[H-:19].[Na+:18].[OH2:20].[OH:10][CH2:11][c:12]1[cH:13][cH:14][cH:15][cH:16][cH:17]1>>[c:2]1([O:10][CH2:11][c:12]2[cH:13][cH:14][cH:15][cH:16][cH:17]2)[n:3][cH:4][c:5]([C:6]#[N:7])[cH:8][cH:9]1. Starting materials: BrB(Br)Br, COc1ccc(-c2[nH]c(-c3ccc([N+](=O)[O-])cc3)nc2C(=O)Nc2nccs2)cc1, ClCCl, O. The product is O=C(Nc1nccs1)c1nc(-c2ccc([N+](=O)[O-])cc2)[nH]c1-c1ccc(O)cc1. As a reaction SMILES: [B:31]([Br:32])([Br:33])[Br:34].[CH3:1][O:2][c:3]1[cH:4][cH:5][c:6](-[c:9]2[c:10]([C:23](=[O:24])[NH:25][c:26]3[s:27][cH:28][cH:29][n:30]3)[n:11][c:12](-[c:14]3[cH:15][cH:16][c:17]([N+:20](=[O:21])[O-:22])[cH:18][cH:19]3)[nH:13]2)[cH:7][cH:8]1.[Cl:36][CH2:37][Cl:38].[OH2:35]>>[OH:2][c:3]1[cH:4][cH:5][c:6](-[c:9]2[c:10]([C:23](=[O:24])[NH:25][c:26]3[s:27][cH:28][cH:29][n:30]3)[n:11][c:12](-[c:14]3[cH:15][cH:16][c:17]([N+:20](=[O:21])[O-:22])[cH:18][cH:19]3)[nH:13]2)[cH:7][cH:8]1.